From a dataset of the Open Reaction Database (ORD), a public repository of structured organic reaction records. describe an organic reaction: reactants, conditions, products, and yield Reactants: 10, ClC=1C=C(C=CC1Cl)C(F)(F)F (3,4-dichlorobenzotrifluoride), N[C@@H](C(C)C)C(=O)[O-].[K+] (potassium valinate), S1(=O)(=O)CCCC1 (sulfolane), Cl (hydrochloric acid). The solvent is O (water). Conditions: temperature 160 celsius. Product: 10.4, ClC1=C(C=CC(=C1)C(F)(F)F)NC(C(=O)O)C(C)C (2-(2-chloro-4-trifluoromethylphenylamino)-3-methylbutanoic acid). Isolated yield 85.0%. Reaction SMILES: [Cl:1][C:2]1[CH:3]=[C:4]([C:9]([F:12])([F:11])[F:10])[CH:5]=[CH:6][C:7]=1Cl.[NH2:13][C@H:14]([C:18]([O-:20])=[O:19])[CH:15]([CH3:17])[CH3:16].[K+].S1(CCCC1)(=O)=O.Cl>O>[Cl:1][C:2]1[CH:3]=[C:4]([C:9]([F:12])([F:11])[F:10])[CH:5]=[CH:6][C:7]=1[NH:13][CH:14]([CH:15]([CH3:17])[CH3:16])[C:18]([OH:20])=[O:19] |f:1.2|. Reported procedure: A mixture of 10 parts of 3,4-dichlorobenzotrifluoride, 23 parts of potassium valinate and 60 parts of sulfolane was heated and maintained at about 160° C. for about 48 hours, with mixing. The mixture was then cooled to room temperature, diluted with water, acidified with hydrochloric acid to a pH of 1.0. The aqueous layer was extracted with diethyl ether. The ether layers were washed with water, then dried and concentrated by evaporation to yield 10.4 parts of 2-(2-chloro-4-trifluoromethylphenyl... Reactants: CC#N, CN1CC(=O)c2c(ccn2CCCCCl)S1(=O)=O, Cl, O=C(c1ccc(F)cc1)C1CCNCC1, [I-], [Na+], [Na+], O=C([O-])O. RXN SMILES: [CH3:42][C:43]#[N:44].[Cl:1][CH2:2][CH2:3][CH2:4][CH2:5][n:6]1[cH:7][cH:8][c:9]2[c:10]1[C:11](=[O:18])[CH2:12][N:13]([CH3:17])[S:14]2(=[O:15])=[O:16].[ClH:19].[F:20][c:21]1[cH:22][cH:23][c:24]([C:25](=[O:26])[CH:27]2[CH2:28][CH2:29][NH:30][CH2:31][CH2:32]2)[cH:33][cH:34]1.[I-:41].[Na+:35].[Na+:40].[OH:36][C:37](=[O:38])[O-:39]>>[CH2:2]([CH2:3][CH2:4][CH2:5][n:6]1[cH:7][cH:8][c:9]2[c:10]1[C:11](=[O:18])[CH2:12][N:13]([CH3:17])[S:14]2(=[O:15])=[O:16])[N:30]1[CH2:29][CH2:28][CH:27]([C:25]([c:24]2[cH:23][cH:22][c:21]([F:20])[cH:34][cH:33]2)=[O:26])[CH2:32][CH2:31]1. Yields the product CN1CC(=O)c2c(ccn2CCCCN2CCC(C(=O)c3ccc(F)cc3)CC2)S1(=O)=O. Reactants: C(C)C1=C(C(=CC(=C1)C)CC)C(C(=O)N(N)C)=O (1-[2-(2,6-diethyl-4-methylphenyl)-2-oxoacetyl]-1-methylhydrazine), CO (methanol), C(C)=O (acetaldehyde). Run in O (Water). Reaction conditions: time 2 hour. Yields the product C(C)C1=C(C(=CC(=C1)C)CC)C(C(=O)N(N=CC)C)=O (1-[2-(2,6-diethyl-4-methylphenyl)-2-oxoacetyl]-2-ethylidene-1-methylhydrazine). As a reaction SMILES: [CH2:1]([C:3]1[CH:8]=[C:7]([CH3:9])[CH:6]=[C:5]([CH2:10][CH3:11])[C:4]=1[C:12](=[O:18])[C:13]([N:15]([CH3:17])[NH2:16])=[O:14])[CH3:2].CO.[CH:21](=O)[CH3:22]>O>[CH2:1]([C:3]1[CH:8]=[C:7]([CH3:9])[CH:6]=[C:5]([CH2:10][CH3:11])[C:4]=1[C:12](=[O:18])[C:13]([N:15]([CH3:17])[N:16]=[CH:21][CH3:22])=[O:14])[CH3:2]. Reported procedure: To a test tube (outside diameter 21 mmφ×overall length 160 mm), 100 mg of 1-[2-(2,6-diethyl-4-methylphenyl)-2-oxoacetyl]-1-methylhydrazine ((12-2)-(11)-39), 380 mg of methanol and 45 μl of acetaldehyde were added and the mixture was stirred at room temperature for 2 hours. Water was added to the reaction mixture and the resultant was extracted with chloroform three times. The organic layers were combined, dried over anhydrous magnesium sulfate and concentrated under reduced pressure to give 103 ... Reactants: [H-].[H-].[H-].[H-].[Li+].[Al+3] (LiAlH4), C(C)OC(=O)C1OCCC(C1)=O (4-oxo-tetrahydro-pyran-2-carboxylic acid ethyl ester). The solvent is C1CCOC1 (THF). Reaction conditions: temperature 0 celsius. Product: OCC1OCCC(C1)O (2-Hydroxymethyl-tetrahydro-pyran-4-ol). Isolated yield 61.0%. RXN SMILES: [H-].[H-].[H-].[H-].[Li+].[Al+3].C([O:9][C:10]([CH:12]1[CH2:17][C:16](=[O:18])[CH2:15][CH2:14][O:13]1)=O)C>C1COCC1>[OH:9][CH2:10][CH:12]1[CH2:17][CH:16]([OH:18])[CH2:15][CH2:14][O:13]1 |f:0.1.2.3.4.5|. Procedure details: To a cooled (0° C.), stirred suspension of LiAlH4 (3.42 g, 90.0 mmol) in anhydrous THF (50 mL) was added dropwise a solution of 4-oxo-tetrahydro-pyran-2-carboxylic acid ethyl ester (5.17 g, 30.0 mmol). After stirring for 1 hour, the reaction was quenched by the slow, sequential addition of water (3.4 mL), 15% NaOH (3.4 mL), and water (10.0 mL). The inorganic salt was filtered off and extracted with EtOAc repeatedly since the product was absorbed on the solid. Solvent removal afforded 2.42 g (61%... The reactants are tetrahydropyranyl ethers, C12CC(CC2C1)O (bicyclo[3.1.0]hexan-3-ol), C12C(CCC2C1)O (bicyclo[3.1.0]hexan-2-ol), C(CCC)[Li] (butyl lithium), [Br-].C(CCCCC)[P+](C1=CC=CC=C1)(C1=CC=CC=C1)C1=CC=CC=C1 (hexyltriphenylphosphonium bromide), solution - w/v. Run in CCCCCC (hexane), C1=CC=CC=C1 (benzene), C1=CC=CC=C1 (benzene). Conditions: temperature 25 celsius, time 30 minute. The product is O1C(CCCC1)OC1CC2CC2C1 (bicyclo[3.1.0]hexan-3-ol tetrahydropyranyl ether). RXN SMILES: [Br-].C([P+](C1C=CC=CC=1)(C1C=CC=CC=1)C1C=CC=CC=1)CCCCC.C([Li])CCC.[CH:32]12[CH2:37][CH:36]1[CH2:35][CH:34]([OH:38])[CH2:33]2.[CH:39]12C[CH:43]1[CH2:42][CH2:41][CH:40]2[OH:45]>CCCCCC.C1C=CC=CC=1>[O:45]1[CH2:39][CH2:43][CH2:42][CH2:41][CH:40]1[O:38][CH:34]1[CH2:35][CH:36]2[CH:32]([CH2:37]2)[CH2:33]1 |f:0.1|. Reported procedure: A mixture of hexyltriphenylphosphonium bromide (102 g.) and benzene (1200 ml.) is stirred under nitrogen during addition of a solution of butyl lithium in hexane (146 ml. of a 15% solution - w/v). The resulting mixture is stirred 30 minutes. Then a solution of the mixture (27 g.) of products obtained according to Preparation 4 in 300 ml. of benzene is added dropwise with stirring during 30 minutes. The mixture is heated and stirred at 70° C. for 2.5 hours, and then is cooled to 25° C. The result... Yields the product Nc1ccc(OCCn2ccnc2)cc1. Reactants: ClC(Cl)Cl, Cl, [Fe], O=[N+]([O-])c1ccc(OCCn2ccnc2)cc1, [Na+], [OH-]. Reaction SMILES: [CH:20]([Cl:21])([Cl:22])[Cl:23].[ClH:24].[Fe:25].[N+:1]([O-:2])(=[O:3])[c:4]1[cH:5][cH:6][c:7]([O:8][CH2:9][CH2:10][n:11]2[cH:12][n:13][cH:14][cH:15]2)[cH:16][cH:17]1.[Na+:19].[OH-:18]>>[NH2:1][c:4]1[cH:5][cH:6][c:7]([O:8][CH2:9][CH2:10][n:11]2[cH:12][n:13][cH:14][cH:15]2)[cH:16][cH:17]1.